From a dataset of the Open Reaction Database (ORD), a public repository of structured organic reaction records. describe an organic reaction: reactants, conditions, products, and yield Starting materials: Br.NC1=C2CCN(CC2=CC=C1)CCC (5-Amino-2-n-propyl-1,2,3,4-tetrahydroisoquinoline hydrobromide), COC=1C=C(C(=O)Cl)C=CC1OC (3,4-dimethoxybenzoyl chloride), C1NCCC2=CC=CC=C12 (tetrahydroisoquinoline), C([O-])(O)=O.[K+] (potassium bicarbonate). Solvent: C1=CC=CC=C1 (benzene), C1=CC=CC=C1 (benzene). Yields the product COC=1C=C(C(=O)NC2=C3CCN(CC3=CC=C2)CCC)C=CC1OC (5-(3,4-dimethoxybenzamido)-2-n-propyl-1,2,3,4-tetrahydroisoquinoline). RXN SMILES: Br.[NH2:2][C:3]1[CH:12]=[CH:11][CH:10]=[C:9]2[C:4]=1[CH2:5][CH2:6][N:7]([CH2:13][CH2:14][CH3:15])[CH2:8]2.C(=O)(O)[O-].[K+].[CH3:21][O:22][C:23]1[CH:24]=[C:25]([CH:29]=[CH:30][C:31]=1[O:32][CH3:33])[C:26](Cl)=[O:27].C1C2C(=CC=CC=2)CCN1>C1C=CC=CC=1>[CH3:21][O:22][C:23]1[CH:24]=[C:25]([CH:29]=[CH:30][C:31]=1[O:32][CH3:33])[C:26]([NH:2][C:3]1[CH:12]=[CH:11][CH:10]=[C:9]2[C:4]=1[CH2:5][CH2:6][N:7]([CH2:13][CH2:14][CH3:15])[CH2:8]2)=[O:27] |f:0.1,2.3|. Procedure: 5-Amino-2-n-propyl-1,2,3,4-tetrahydroisoquinoline hydrobromide (10 g) prepared as in Example 5 was suspended in dry benzene (100 ml) and 0.5 g dry potassium bicarbonate was added. A 0.1 mole excess of 3,4-dimethoxybenzoyl chloride was dissolved in dry benzene (100 ml) and this solution was added to the solution of the tetrahydroisoquinoline. The mixture was refluxed for 5 days. The precipitate formed at the end of this period was collected by filtration and washed with 10% sodium carbonate solut...